This data is from the Open Reaction Database (ORD), a public repository of structured organic reaction records. The task is: describe an organic reaction: reactants, conditions, products, and yield Starting materials: ClCCl, CSC1=Nc2cc(C(F)(F)F)ccc2C(C)N1, CC#N, I, [Na+], NCCOc1ccccc1, [OH-], O, OO. The product is CC1NC(NCCOc2ccccc2)=Nc2cc(C(F)(F)F)ccc21. RXN SMILES: [CH2:37]([Cl:38])[Cl:39].[CH3:2][CH:3]1[NH:4][C:5]([S:17][CH3:18])=[N:6][c:7]2[cH:8][c:9]([C:13]([F:14])([F:15])[F:16])[cH:10][cH:11][c:12]21.[CH3:33][C:34]#[N:35].[IH:1].[Na+:30].[O:19]([c:20]1[cH:21][cH:22][cH:23][cH:24][cH:25]1)[CH2:26][CH2:27][NH2:28].[OH-:29].[OH2:36].[OH:31][OH:32]>>[CH3:2][CH:3]1[NH:4][C:5]([NH:28][CH2:27][CH2:26][O:19][c:20]2[cH:21][cH:22][cH:23][cH:24][cH:25]2)=[N:6][c:7]2[cH:8][c:9]([C:13]([F:14])([F:15])[F:16])[cH:10][cH:11][c:12]21. The reactants are Cl, [H][H], O=C1CN2CCC1CC2, O=C1CN2CCC1CC2, [OH-], [OH-], [OH-], [OH-], [Zr+4]. Yields the product OC1CN2CCC1CC2. Reaction SMILES: [ClH:10].[H:20][H:21].[N:11]12[CH2:12][CH2:13][CH:14]([CH2:15][CH2:16]1)[C:17](=[O:18])[CH2:19]2.[N:1]12[CH2:2][C:3](=[O:9])[CH:4]([CH2:5][CH2:6]1)[CH2:7][CH2:8]2.[OH-:22].[OH-:24].[OH-:25].[OH-:26].[Zr+4:23]>>[N:1]12[CH2:2][CH:3]([OH:9])[CH:4]([CH2:5][CH2:6]1)[CH2:7][CH2:8]2.